This data is from the Open Reaction Database (ORD), a public repository of structured organic reaction records. The task is: describe an organic reaction: reactants, conditions, products, and yield Starting materials: COC1=CC=2NC3=CC=CC=C3SC2C=C1 (2methoxy-phenothiazine), C(C(=C)C)(=O)Cl (methacryloyl chloride). Solvent: C1(=CC=CC=C1)C (toluene). The product is COC1=CC=2N(C3=CC=CC=C3SC2C=C1)C(C(=C)C)=O (2-methoxy-10-(α-methyl acryloyl)-phenothiazine). Isolated yield 99.2%. As a reaction SMILES: [CH3:1][O:2][C:3]1[CH:16]=[CH:15][C:14]2[S:13][C:12]3[C:7](=[CH:8][CH:9]=[CH:10][CH:11]=3)[NH:6][C:5]=2[CH:4]=1.[C:17](Cl)(=[O:21])[C:18]([CH3:20])=[CH2:19]>C1(C)C=CC=CC=1>[CH3:1][O:2][C:3]1[CH:16]=[CH:15][C:14]2[S:13][C:12]3[C:7](=[CH:8][CH:9]=[CH:10][CH:11]=3)[N:6]([C:17](=[O:21])[C:18]([CH3:20])=[CH2:19])[C:5]=2[CH:4]=1. Reported procedure: A mixture of 23 g of 2methoxy-phenothiazine, 21 g of methacryloyl chloride and 120 ml of toluene was refluxed for 3 hours and was then cooled and washed with 250 ml of N sodium hydroxide. The organic phase was decanted and the aqueous phase was washed twice with 50 ml of toluene. The combined organic phases were washed with water, dried over magnesium sulfate, treated with carbon black and evaporated to dryness to obtain 29.6 g of 2-methoxy-10-(α-methyl acryloyl)-phenothiazine melting at 91°-92°...